From a dataset of the Open Reaction Database (ORD), a public repository of structured organic reaction records. describe an organic reaction: reactants, conditions, products, and yield Reactants: OC1=C(C(NC2=CC=CC=C12)=O)C(=O)OC (methyl 4-hydroxy-2-oxoquinoline-3-carboxylate), C(C)(C)(C)N (tert-butylamine). The solvent is C(C)O (ethanol). The product is C(C)(C)(C)NC(=O)C=1C(NC2=CC=CC=C2C1O)=O (4-hydroxy-2-oxoquinoline-3-carboxylic Acid tert-butylamide). As a reaction SMILES: [OH:1][C:2]1[C:11]2[C:6](=[CH:7][CH:8]=[CH:9][CH:10]=2)[NH:5][C:4](=[O:12])[C:3]=1[C:13]([O:15]C)=O.[C:17]([NH2:21])([CH3:20])([CH3:19])[CH3:18]>C(O)C>[C:17]([NH:21][C:13]([C:3]1[C:4](=[O:12])[NH:5][C:6]2[C:11]([C:2]=1[OH:1])=[CH:10][CH:9]=[CH:8][CH:7]=2)=[O:15])([CH3:20])([CH3:19])[CH3:18]. Procedure: 8.76 g (0.04 mol) of methyl 4-hydroxy-2-oxoquinoline-3-carboxylate was stirred with 3.7 g (0.05 mol) of tert-butylamine in 60 ml of ethanol in a miniautoclave for 8 hours at 150° C. under autogenous pressure. After cooling, the crystals were removed by suction filtration, washed with ligroin and dried.